describe an organic reaction: reactants, conditions, products, and yield From a dataset of the Open Reaction Database (ORD), a public repository of structured organic reaction records. Reactants: [Br-], CCCc1cc(C(=O)CC)ccc1-c1cc(O)ccc1CC, CC[Mg+], CCOCC, [Cl-], [NH4+], C1CCOC1, O. The product is CCCc1cc(C(O)(CC)CC)ccc1-c1cc(O)ccc1CC. RXN SMILES: [Br-:23].[CH2:1]([CH3:2])[c:3]1[c:4](-[c:10]2[c:11]([CH2:20][CH2:21][CH3:22])[cH:12][c:13]([C:16]([CH2:17][CH3:18])=[O:19])[cH:14][cH:15]2)[cH:5][c:6]([OH:9])[cH:7][cH:8]1.[CH2:24]([CH3:25])[Mg+:26].[CH2:34]([O:35][CH2:36][CH3:37])[CH3:38].[Cl-:27].[NH4+:28].[O:29]1[CH2:30][CH2:31][CH2:32][CH2:33]1.[OH2:39]>>[CH2:1]([CH3:2])[c:3]1[c:4](-[c:10]2[c:11]([CH2:20][CH2:21][CH3:22])[cH:12][c:13]([C:16]([CH2:17][CH3:18])([OH:19])[CH2:24][CH3:25])[cH:14][cH:15]2)[cH:5][c:6]([OH:9])[cH:7][cH:8]1.